From a dataset of the Open Reaction Database (ORD), a public repository of structured organic reaction records. describe an organic reaction: reactants, conditions, products, and yield The reactants are O1C(COC=2C=C(C=CC2C)C=2CCC(NN2)=O)C1 (6-[3-(2,3-epoxypropoxy)-4-methylphenyl]-4,5-dihydro-3(2H)-pyridazinone), C(C)(C)(C)N (t-butylamine). Run in CCOCC (ether). Yields the product C(C)(C)(C)NCC(COC=1C=C(C=CC1C)C=1CCC(NN1)=O)O (6-[3-(3-t-Butylamino-2-hydroxypropoxy)-4-methylphenyl]-4,5-dihydro-3(2H)-pyridazinone). Reaction SMILES: [O:1]1[CH2:19][CH:2]1[CH2:3][O:4][C:5]1[CH:6]=[C:7]([C:12]2[CH2:13][CH2:14][C:15](=[O:18])[NH:16][N:17]=2)[CH:8]=[CH:9][C:10]=1[CH3:11].[C:20]([NH2:24])([CH3:23])([CH3:22])[CH3:21]>CCOCC>[C:20]([NH:24][CH2:19][CH:2]([OH:1])[CH2:3][O:4][C:5]1[CH:6]=[C:7]([C:12]2[CH2:13][CH2:14][C:15](=[O:18])[NH:16][N:17]=2)[CH:8]=[CH:9][C:10]=1[CH3:11])([CH3:23])([CH3:22])[CH3:21]. Procedure: A stirred mixture of 6-[3-(2,3-epoxypropoxy)-4-methylphenyl]-4,5-dihydro-3(2H)-pyridazinone (3.3 g, 0.013 mole) methanol (33 ml) and t-butylamine (8 ml, 0.076 mole) was heated under reflux for 75 minutes. Evaporation of the solution under reduced pressure gave a gum which when treated with ether, solidified 4.27 g, 100%, m.p. 153°-158°C. 6-[3-(3-t-Butylamino-2-hydroxypropoxy)-4-methylphenyl]-4,5-dihydro-3(2H)-pyridazinone was purified as its hemisulphate m.p. 274°-276°C (decomposition), which re... As a reaction SMILES: [C:25](=[O:26])([O-:27])[OH:28].[CH3:1][C:2]1([CH3:11])[N:3]([O:4])[C:5]([CH3:6])([CH3:7])[CH2:8][CH2:9][CH2:10]1.[CH3:37][CH2:38][O:39][C:40]([CH3:41])=[O:42].[CH3:43][CH2:44][CH2:45][CH2:46][CH2:47][CH3:48].[Cl:30][O-:31].[Cl:33][CH2:34][Cl:35].[Na+:29].[Na+:32].[OH2:36].[OH:12][CH2:13][CH2:14][CH2:15][N:16]([C:17]([O:18][C:19]([CH3:20])([CH3:21])[CH3:22])=[O:23])[CH3:24]>>[O:12]=[CH:13][CH2:14][CH2:15][N:16]([C:17]([O:18][C:19]([CH3:20])([CH3:21])[CH3:22])=[O:23])[CH3:24]. Product: CN(CCC=O)C(=O)OC(C)(C)C. Reactants: O=C([O-])O, CC1(C)CCCC(C)(C)N1O, CCOC(C)=O, CCCCCC, [O-]Cl, ClCCl, [Na+], [Na+], O, CN(CCCO)C(=O)OC(C)(C)C.